Dataset: the Open Reaction Database (ORD), a public repository of structured organic reaction records. Task: describe an organic reaction: reactants, conditions, products, and yield Starting materials: C(=C)OCC (Ethyl vinyl ether), C(C)(=O)OCC (ethyl acetate), SCC(=O)O (mercaptoacetic acid), P(=O)([O-])([O-])[O-] (phosphate). The reagents and catalysts are O.C1(=CC=C(C=C1)S(=O)(=O)O)C (p-toluenesulfonic acid monohydrate). Solvent: ClCCl (dichloromethane), O (water), ClCCl (dichloromethane). Conditions: time 30 minute. Product: C(C)OC(C)SCC(=O)O (S-(1-Ethoxyethyl)Mercaptoacetic Acid). Isolated yield 76.5%. RXN SMILES: [SH:1][CH2:2][C:3]([OH:5])=[O:4].[CH:6]([O:8][CH2:9][CH3:10])=[CH2:7].P([O-])([O-])([O-])=O.C(OCC)(=O)C>ClCCl.O.C1(C)C=CC(S(O)(=O)=O)=CC=1.O>[CH2:6]([O:8][CH:9]([S:1][CH2:2][C:3]([OH:5])=[O:4])[CH3:10])[CH3:7] |f:5.6|. Procedure: A solution of mercaptoacetic acid (17.4 mL, 250 mmol) in 125 mL of dichloromethane containing p-toluenesulfonic acid monohydrate (0.24 g, 1.26 mmol) was cooled to -18° to -25° C. with stirring. Ethyl vinyl ether (23.9 mL, 250 mmol) in 125 mL of dichloromethane was added dropwise to the cold solution over a period of 90 minutes. The stirring was continued for an additional 30 minutes with the temperature maintained in the -18° to -25° C. range. Then 200 mL of pH=7 phosphate buffer was added, and ... Starting materials: ClC1=NC=C(C(=N1)NC1=CC=C(C=C1)OCCCN1CCOCC1)F (2-chloro-5-fluoro-N4-[4-[3-(N-morpholinyl)propyl]oxyphenyl]-4-pyrimidineamine), COC=1C=C(N)C=CC1OC (3,4-dimethoxyaniline). The product is COC=1C=C(C=CC1OC)NC1=NC=C(C(=N1)NC1=CC=C(C=C1)OCCCN1CCOCC1)F (N2-(3,4-dimethoxyphenyl)-5-fluoro-N4-[4-[3-(N-morpholinyl)propyl]oxyphenyl]-2,4-pyrimidinediamine). Reaction SMILES: Cl[C:2]1[N:7]=[C:6]([NH:8][C:9]2[CH:14]=[CH:13][C:12]([O:15][CH2:16][CH2:17][CH2:18][N:19]3[CH2:24][CH2:23][O:22][CH2:21][CH2:20]3)=[CH:11][CH:10]=2)[C:5]([F:25])=[CH:4][N:3]=1.[CH3:26][O:27][C:28]1[CH:29]=[C:30]([CH:32]=[CH:33][C:34]=1[O:35][CH3:36])[NH2:31]>>[CH3:26][O:27][C:28]1[CH:29]=[C:30]([NH:31][C:2]2[N:7]=[C:6]([NH:8][C:9]3[CH:14]=[CH:13][C:12]([O:15][CH2:16][CH2:17][CH2:18][N:19]4[CH2:24][CH2:23][O:22][CH2:21][CH2:20]4)=[CH:11][CH:10]=3)[C:5]([F:25])=[CH:4][N:3]=2)[CH:32]=[CH:33][C:34]=1[O:35][CH3:36]. Procedure details: In like manner to the preparation of N4-(3,4-ethylenedioxyphenyl)-5-fluoro-N2-(3-hydroxyphenyl)-2,4-pyrimidinediamine, the reaction of 2-chloro-5-fluoro-N4-[4-[3-(N-morpholinyl)propyl]oxyphenyl]-4-pyrimidineamine with 3,4-dimethoxyaniline gave N2-(3,4-dimethoxyphenyl)-5-fluoro-N4-[4-[3-(N-morpholinyl)propyl]oxyphenyl]-2,4-pyrimidinediamine. LCMS: retn, time: 14.72 min.; purity: 94%; MS (m/e): 484 (MH+); 1H NMR (CDCl3): δ 7.89 (1H, d, J=3.3 Hz), 7.47 (2H, d, J=9 Hz), 7.22 (1H, d, J=2.2 Hz), 6.93–... Reactants: [Ba+2], CC12CC(=O)C3C(CCC4CC(O)CCC43C)C1CCC2C(=O)CBr, CC(C)=O, O, N#C[S-], N#C[S-]. Yields the product CC12CC(=O)C3C(CCC4CC(O)CCC43C)C1CCC2C(=O)CSC#N. RXN SMILES: [Ba+2:29].[Br:1][CH2:2][C:3]([CH:4]1[CH2:5][CH2:6][CH:7]2[CH:8]3[CH2:9][CH2:10][CH:11]4[CH2:12][CH:13]([OH:24])[CH2:14][CH2:15][C:16]4([CH3:17])[CH:18]3[C:19](=[O:23])[CH2:20][C:21]12[CH3:22])=[O:25].[CH3:33][C:34](=[O:35])[CH3:36].[OH2:37].[S-:26][C:27]#[N:28].[S-:30][C:31]#[N:32]>>[CH2:2]([C:3]([CH:4]1[CH2:5][CH2:6][CH:7]2[CH:8]3[CH2:9][CH2:10][CH:11]4[CH2:12][CH:13]([OH:24])[CH2:14][CH2:15][C:16]4([CH3:17])[CH:18]3[C:19](=[O:23])[CH2:20][C:21]12[CH3:22])=[O:25])[S:26][C:27]#[N:28]. Reactants: 1D, N1=C(C=CC2=CC=CC=C12)C(C(=S)O)C (quinolin-2-ylthiopropanoic acid), C=1C=CC2=C(C1)N=NN2O (HOBT), O (H2O), O1CCCC1 (tetrahydrofuran). Solvent: CN(C=O)C (dimethylformamide). Yields the product C1CCC(CC1)N=C=NC2CCCCC2 (DCC), yellow solid. As a reaction SMILES: [N:1]1[C:10]2[C:5](=[CH:6][CH:7]=[CH:8][CH:9]=2)C=C[C:2]=1C(C)C(O)=S.[CH:16]1[CH:17]=[CH:18][C:19]2N(O)N=[N:22][C:20]=2[CH:21]=1.O.O1CCCC1>CN(C)C=O>[CH2:17]1[CH2:16][CH2:21][CH:20]([N:22]=[C:2]=[N:1][CH:10]2[CH2:9][CH2:8][CH2:7][CH2:6][CH2:5]2)[CH2:19][CH2:18]1. Procedure details: The subtitled compound was prepared substantially in accordance with the procedure detailed in Example 1A using 1.8 g (5.2 mmol) of the subtitled compound of Preparation 1D, 1.8 g (5.2 mmol) of (2S)-2-N(t-butoxycarbonyl)amino-4-(quinolin-2-ylthiopropanoic acid, 0.70 g (5.2 mmol) of HOBT.H2O and 1.1 g (5.2 mmol) of DCC, in a 15 mL of tetrahydrofuran containing 2 mL of dimethylformamide, to provide 3.1 g of a yellow solid. This solid was purified using flash chromatography (eluent of 35% ethyl ace... The reactants are BrCC(=O)OC (methyl 2-bromoacetate), ClC=1C=NC=C(C1NC1=CC(OC2=C(C(=CC=C12)OC)O)=O)Cl (4-(3,5-dichloropyridin-4-ylamino)-8-hydroxy-7-methoxy-2H-chromen-2-one). The product is ClC=1C=NC=C(C1NC1=CC(OC2=C(C(=CC=C12)OC)OCC(=O)OC)=O)Cl (Methyl 2-(4-(3,5-dichloropyridin-4-ylamino)-7-methoxy-2-oxo-2H-chromen-8-yloxy)acetate). As a reaction SMILES: Br[CH2:2][C:3]([O:5][CH3:6])=[O:4].[Cl:7][C:8]1[CH:9]=[N:10][CH:11]=[C:12]([Cl:29])[C:13]=1[NH:14][C:15]1[C:24]2[C:19](=[C:20]([OH:27])[C:21]([O:25][CH3:26])=[CH:22][CH:23]=2)[O:18][C:17](=[O:28])[CH:16]=1>>[Cl:7][C:8]1[CH:9]=[N:10][CH:11]=[C:12]([Cl:29])[C:13]=1[NH:14][C:15]1[C:24]2[C:19](=[C:20]([O:27][CH2:2][C:3]([O:5][CH3:6])=[O:4])[C:21]([O:25][CH3:26])=[CH:22][CH:23]=2)[O:18][C:17](=[O:28])[CH:16]=1. Procedure details: The title compound was prepared from methyl 2-bromoacetate and 4-(3,5-dichloropyridin-4-ylamino)-8-hydroxy-7-methoxy-2H-chromen-2-one (Example 29) following the procedure outlined in Example 25. 1H NMR (400 MHz, DMSO-d6): δ 9.54 (s, 1H), 8.83 (s, 2H), 7.97 (d, 1H), 7.23 (d, 1H), 4.73 (s, 2H), 4.66 (s, 1H), 3.92 (s, 3H), 3.69 (s, 3H); MS (ESI): 424.8. The reactants are LDPE, C(C1=CC=CC=C1)Cl (benzyl chloride), C(C)O (ethanol). Solvent: CN(C)C=O (DMF). Conditions: time 1 hour. Yields the product C(=C)C(C1=CC=CC=C1)Cl (Vinyl benzyl chloride). As a reaction SMILES: [CH2:1]([Cl:8])[C:2]1[CH:7]=[CH:6][CH:5]=[CH:4][CH:3]=1.[CH2:9](O)[CH3:10]>CN(C=O)C>[CH:9]([CH:1]([Cl:8])[C:2]1[CH:7]=[CH:6][CH:5]=[CH:4][CH:3]=1)=[CH2:10]. Procedure details: Vinyl benzyl chloride grafted film was synthesized by immersing an argon plasma pretreated LDPE film into a degassed monomer solution of 5 vol % using ethanol as solvent, and exposing the setup to near UV-irradiation for 2 h. The grafted film was subjected to prolonged washing with DMF before it was reacted with 0.024 M 4,4′-bipyridine in a water bath at 70° C. for 20 h, followed by 0.4 M benzyl chloride, again in a water bath at 70° C. for 20 h. Both reaction steps were carried out using DMF as... Reactants: ClC1=C(C(=O)C2=C(C=C(C=C2)Cl)Cl)C=C(C=C1)[N+](=O)[O-] (2,2',4'-trichloro-5-nitro-benzophenone), CC1CCNCC1 (4-methylpiperidine), C([O-])([O-])=O.[Ca+2] (calcium carbonate). Run in C(C)O (ethanol). The product is CC1CCN(CC1)C1=C(C=C(C=C1)[N+](=O)[O-])C(=O)C1=C(C=C(C=C1)Cl)Cl ([2-(4-methyl-1-piperidinyl)-5-nitrophenyl]-(2,4-dichlorophenyl)methanone). Yield: 74.4%. Reaction SMILES: Cl[C:2]1[CH:17]=[CH:16][C:15]([N+:18]([O-:20])=[O:19])=[CH:14][C:3]=1[C:4]([C:6]1[CH:11]=[CH:10][C:9]([Cl:12])=[CH:8][C:7]=1[Cl:13])=[O:5].[CH3:21][CH:22]1[CH2:27][CH2:26][NH:25][CH2:24][CH2:23]1.C(=O)([O-])[O-].[Ca+2]>C(O)C>[CH3:21][CH:22]1[CH2:27][CH2:26][N:25]([C:2]2[CH:17]=[CH:16][C:15]([N+:18]([O-:20])=[O:19])=[CH:14][C:3]=2[C:4]([C:6]2[CH:11]=[CH:10][C:9]([Cl:12])=[CH:8][C:7]=2[Cl:13])=[O:5])[CH2:24][CH2:23]1 |f:2.3|. Reported procedure: Proceeding as indicated in example 2, with 0.053 mole (17.5 g) of 2,2',4'-trichloro-5-nitro-benzophenone, 0.088 mole (8.8 g) of 4-methylpiperidine and 0.0712 mole (9.8 g) of calcium carbonate in 50 cm3 of ethanol, 15.5 g (Yield: 75%) of the expected product are obtained after re-crystallization in a mixture of isopropyl ether and toluene (70 v./30 v.) M.P.: 103° C. Reactants: CCO, CC(C)C(O)C(C)c1ccccc1[N+](=O)[O-]. Product: CC(C)C(O)C(C)c1ccccc1N. RXN SMILES: [CH3:17][CH2:18][OH:19].[CH3:1][CH:2]([CH3:3])[CH:4]([CH:5]([CH3:6])[c:7]1[c:8]([N+:13]([O-:14])=[O:15])[cH:9][cH:10][cH:11][cH:12]1)[OH:16]>>[CH3:1][CH:2]([CH3:3])[CH:4]([CH:5]([CH3:6])[c:7]1[c:8]([NH2:13])[cH:9][cH:10][cH:11][cH:12]1)[OH:16].